The task is: describe an organic reaction: reactants, conditions, products, and yield. This data is from the Open Reaction Database (ORD), a public repository of structured organic reaction records. Reactants: CC(C)=O, CC(C)[N-]C(C)C, COc1ccc(Cl)cc1C(=O)C=C1SC=C(C)N1CC1CCC1, [Li+], C1CCOC1. Product: COc1ccc(Cl)cc1C(=O)C=C1SC(C(C)(C)O)=C(C)N1CC1CCC1. Reaction SMILES: [CH3:32][C:33]([CH3:34])=[O:35].[CH:24]([N-:25][CH:26]([CH3:27])[CH3:28])([CH3:29])[CH3:30].[Cl:1][c:2]1[cH:3][cH:4][c:5]([O:22][CH3:23])[c:6]([C:8]([CH:9]=[C:10]2[S:11][CH:12]=[C:13]([CH3:20])[N:14]2[CH2:15][CH:16]2[CH2:17][CH2:18][CH2:19]2)=[O:21])[cH:7]1.[Li+:31].[O:36]1[CH2:37][CH2:38][CH2:39][CH2:40]1>>[Cl:1][c:2]1[cH:3][cH:4][c:5]([O:22][CH3:23])[c:6]([C:8]([CH:9]=[C:10]2[S:11][C:12]([C:33]([CH3:32])([CH3:34])[OH:35])=[C:13]([CH3:20])[N:14]2[CH2:15][CH:16]2[CH2:17][CH2:18][CH2:19]2)=[O:21])[cH:7]1. Reactants: C(C)(C)(C)OC(CN(CC(CC)=O)C(C1=CC=CC=C1)C1=CC=CC=C1)=O ([benzhydryl-(2-oxobutyl)amino]acetic acid tert-butyl ester), C1CCOC1 (THF), CeCl3.7H2O, [BH4-].[Na+] (NaBH4). Run in CO (MeOH). Reaction conditions: time 20 minute. The product is C(C)(C)(C)OC(CN(CC(CC)O)C(C1=CC=CC=C1)C1=CC=CC=C1)=O ([benzhydryl-(2-hydroxybutyl)amino]acetic acid tert-butyl ester). RXN SMILES: [C:1]([O:5][C:6](=[O:27])[CH2:7][N:8]([CH:14]([C:21]1[CH:26]=[CH:25][CH:24]=[CH:23][CH:22]=1)[C:15]1[CH:20]=[CH:19][CH:18]=[CH:17][CH:16]=1)[CH2:9][C:10](=[O:13])[CH2:11][CH3:12])([CH3:4])([CH3:3])[CH3:2].C1COCC1.[BH4-].[Na+]>CO>[C:1]([O:5][C:6](=[O:27])[CH2:7][N:8]([CH:14]([C:21]1[CH:22]=[CH:23][CH:24]=[CH:25][CH:26]=1)[C:15]1[CH:16]=[CH:17][CH:18]=[CH:19][CH:20]=1)[CH2:9][CH:10]([OH:13])[CH2:11][CH3:12])([CH3:2])([CH3:3])[CH3:4] |f:2.3|. Reported procedure: To a stirred solution of [benzhydryl-(2-oxobutyl)amino]acetic acid tert-butyl ester (7.4 g, 20.1 mmol, 1 eq.) in dry MeOH:THF (100 mL, 1:1) at −23° C., was added CeCl3.7H2O (1.43 g, 3.83 mmol, 0.19 eq.). The reaction mixture was stirred until homogeneous, then NaBH4 (0.57 g, 15.1 mmol, 0.75 eq.) was added slowly (in small portions). The reaction was stirred for additional 20 min, then poured onto brine. This mixture was extracted with DCM, dried over MgSO4, filtered, and concentrated in vacuo to... Product: N=C(C(=O)OCC)C=1N(C=CC1)C (ethyl α-imino-1-methylpyrrole-2-acetate). Procedure details: Ethyl 1-methylpyrrole-2-acetate: A stream of dry hydrogen chloride is passed at a moderate rate through a solution of 12.5 g of N-methylpyrrole and 16.8 g of ethyl cyanoformate in 125 mls of ethanol-free chloroform at 22° C. for 31/2 hours. The reaction mixture is added dropwise with stirring to a 1.5 liter solution of 5% sodium bicarbonate. The chloroform layer is separated, dried over Na2SO4 and evaporated in vacuo at room temperature to give a brown oil (ethyl α-imino-1-methylpyrrole-2-acetat... As a reaction SMILES: [CH3:1][N:2]1[CH:6]=[CH:5][CH:4]=[C:3]1[CH2:7][C:8]([O:10][CH2:11][CH3:12])=[O:9].Cl.C[N:15]1C=CC=C1.C(C(OCC)=O)#N.C(=O)(O)[O-].[Na+]>C(O)C>[NH:15]=[C:7]([C:3]1[N:2]([CH3:1])[CH:6]=[CH:5][CH:4]=1)[C:8]([O:10][CH2:11][CH3:12])=[O:9] |f:4.5|. The solvent is C(C)O (ethanol). The reactants are CN1C=CC=C1 (N-methylpyrrole), C(#N)C(=O)OCC (ethyl cyanoformate), CN1C(=CC=C1)CC(=O)OCC (Ethyl 1-methylpyrrole-2-acetate), solution, C([O-])(O)=O.[Na+] (sodium bicarbonate), Cl (hydrogen chloride). Starting materials: CNC, C=CC(CC(O)C(CC1CCCCC1)NC(=O)C(Cc1c[nH]cn1)NC(=O)C(CC(=O)OCC)Cc1ccccc1)C(C)C. The product is C=CC(CC(O)C(CC1CCCCC1)NC(=O)C(Cc1c[nH]cn1)NC(=O)C(CC(=O)N(C)C)Cc1ccccc1)C(C)C. As a reaction SMILES: [CH3:45][NH:46][CH3:47].[CH:1]1([CH2:7][CH:8]([CH:9]([CH2:10][CH:11]([CH:12]=[CH2:13])[CH:14]([CH3:15])[CH3:16])[OH:17])[NH:18][C:19](=[O:20])[CH:21]([CH2:22][c:23]2[n:24][cH:25][nH:26][cH:27]2)[NH:28][C:29](=[O:30])[CH:31]([CH2:32][C:33](=[O:34])[O:35][CH2:36][CH3:37])[CH2:38][c:39]2[cH:40][cH:41][cH:42][cH:43][cH:44]2)[CH2:2][CH2:3][CH2:4][CH2:5][CH2:6]1>>[CH:1]1([CH2:7][CH:8]([CH:9]([CH2:10][CH:11]([CH:12]=[CH2:13])[CH:14]([CH3:15])[CH3:16])[OH:17])[NH:18][C:19](=[O:20])[CH:21]([CH2:22][c:23]2[n:24][cH:25][nH:26][cH:27]2)[NH:28][C:29](=[O:30])[CH:31]([CH2:32][C:33](=[O:34])[N:46]([CH3:45])[CH3:47])[CH2:38][c:39]2[cH:40][cH:41][cH:42][cH:43][cH:44]2)[CH2:2][CH2:3][CH2:4][CH2:5][CH2:6]1. Reactants: OCC(CO)(CO)CO (pentaerythritol), C(CCC)(=O)Cl (butyryl chloride), tributyl ester, C(CCC)(=O)Cl (butyryl chloride), OCC(CO)(CO)CO (pentaerythritol), C(CCC)(=O)OCC(COC(CCC)=O)(COC(CCC)=O)CO (pentaerythritol tributyrate), OCC(CO)(CO)CO (pentaerythritol). Run in N1=CC=CC=C1 (pyridine). Reaction conditions: time 24 hour. Yields the product triester pentaerythritol tributyrate, C(CCC)(=O)OCC(COC(CCC)=O)(CO)CO (pentaerythritol dibutyrate), C(CCC)(=O)OCC(COC(CCC)=O)(COC(CCC)=O)COC(CCC)=O (pentaerythritol tetrabutyrate). Isolated yield 14.0%. As a reaction SMILES: [C:1]([O:6][CH2:7][C:8]([CH2:23][OH:24])([CH2:16][O:17][C:18](=[O:22])[CH2:19][CH2:20][CH3:21])[CH2:9][O:10][C:11](=[O:15])[CH2:12][CH2:13][CH3:14])(=[O:5])[CH2:2][CH2:3][CH3:4].OCC(CO)(CO)CO.[C:34](Cl)(=[O:38])[CH2:35][CH2:36][CH3:37]>N1C=CC=CC=1>[C:1]([O:6][CH2:7][C:8]([CH2:23][OH:24])([CH2:16][OH:17])[CH2:9][O:10][C:11](=[O:15])[CH2:12][CH2:13][CH3:14])(=[O:5])[CH2:2][CH2:3][CH3:4].[C:11]([O:10][CH2:9][C:8]([CH2:23][O:24][C:34](=[O:38])[CH2:35][CH2:36][CH3:37])([CH2:16][O:17][C:18](=[O:22])[CH2:19][CH2:20][CH3:21])[CH2:7][O:6][C:1](=[O:5])[CH2:2][CH2:3][CH3:4])(=[O:15])[CH2:12][CH2:13][CH3:14]. Procedure details: In this example, pentaerythritol tributyrate, the tributyl ester of pentaerythritol, was synthesized from pentaerythritol and butyryl chloride as follows. To a solution of pentaerythritol (0.99 g, 7.28mmol) in dry pyridine (50 mL, under argon) at 0° C. was added butyryl chloride (2.3 mL, 22 mmol, 3 equiv) dropwise over one hour. The ice bath was removed after one hour, and the reaction stirred 24 hours at room temperature. Water (7 mL) was added and the bulk of pyridine was removed on the rotary... Reactants: saturated aqueous solution, [Cl-].[NH4+] (ammonium chloride), C(C)(=O)OCC (ethyl acetate), solution, C[Mg]Br (methylmagnesium bromide), C(CC)C=1NC(=C(N1)C#N)C#N (2-propylimidazole-4,5-dicarbonitrile), S([O-])(O)(=O)=O.[K+] (potassium bisulfate). The solvent is O1CCCC1 (tetrahydrofuran), O1CCCC1 (tetrahydrofuran). Conditions: time 30 minute. Product: C(C)(=O)C=1N=C(NC1C#N)CCC (4-Acetyl-2-propylimidazole-5-carbonitrile). As a reaction SMILES: [CH3:1][Mg]Br.[CH2:4]([C:7]1[NH:8][C:9]([C:14]#[N:15])=C(C#N)[N:11]=1)[CH2:5][CH3:6].[Cl-].[NH4+].S(=O)(=O)(O)[O-].[K+].C([O:27][CH2:28][CH3:29])(=O)C>O1CCCC1>[C:28]([C:29]1[N:11]=[C:7]([CH2:4][CH2:5][CH3:6])[NH:8][C:9]=1[C:14]#[N:15])(=[O:27])[CH3:1] |f:2.3,4.5|. Procedure: 194 ml of a 1M solution of methylmagnesium bromide in tetrahydrofuran were added dropwise at a temperature of 10° C. to 15° C. and under an atmosphere of nitrogen to a solution of 10 g of 2-propylimidazole-4,5-dicarbonitrile (prepared as described in Preparation 10) in 100 ml of tetrahydrofuran, and the resulting mixture was stirred at a temperature of 10° C. to 15° C. for 30 minutes. The reaction mixture was then cooled, and 200 ml of ethyl acetate and 100 ml of a saturated aqueous solution of ... Reactants: COCCCN (3-methoxypropylamine), S(=O)(=O)(N)N (sulfamide). The solvent is O1CCCC1 (tetrahydrofuran). Reaction conditions: temperature 100 celsius, time 10 minute. Product: COCCCNS(N)(=O)=O (N-(3-methoxypropyl)sulfuric diamide). The yield is 23.4%. Reaction SMILES: [CH3:1][O:2][CH2:3][CH2:4][CH2:5][NH2:6].[S:7](N)([NH2:10])(=[O:9])=[O:8]>O1CCCC1>[CH3:1][O:2][CH2:3][CH2:4][CH2:5][NH:6][S:7](=[O:9])(=[O:8])[NH2:10]. Procedure: According to Reference Example 9-26, tetrahydrofuran (3 mL) and 3-methoxypropylamine (0.42 mL, 4.2 mmol) were added to sulfamide (400 mg, 4.2 mmol) and the mixture was stirred by use of a microwave chemical reactor at 300 W at 100° C. for 10 minutes. The solvent was evaporated off under reduced pressure, and purification by silica gel column chromatography (hexane/ethyl acetate=1/0 to 1/1) was performed to give N-(3-methoxypropyl)sulfuric diamide (Compound GG) (165 mg, yield: 24%). Reactants: C1=NC2=C(NN=C2C(=N1)N)[C@H]3[C@@H]([C@@H]([C@H](O3)CO)O)O (formycin A), N(=O)OCCCC (n-butyl nitrite), 2′,3′,5′-tri-O-acetyl-formycin A, product. Run in C1CCOC1 (THF). Conditions: temperature 50 celsius. The product is C(C)(=O)O[C@H]1[C@@H](O[C@@H]([C@H]1OC(C)=O)COC(C)=O)C1=NNC2=C1N=CN=C2 (3-(2′,3′,5′-Tri-O-acetyl-β-D-ribofuranosyl)-1H-pyrazolo[4,3-d]pyrimidine). RXN SMILES: [CH:1]1[N:9]=[C:8](N)[C:7]2[C:3](=[C:4]([C@@H:11]3[O:15][C@H:14]([CH2:16][OH:17])[C@@H:13]([OH:18])[C@H:12]3[OH:19])[NH:5][N:6]=2)[N:2]=1.N([O:22][CH2:23][CH2:24]CC)=O>C1COCC1>[C:14]([O:19][C@@H:12]1[C@H:13]([O:18][C:12](=[O:19])[CH3:11])[C@@H:14]([CH2:16][O:17][C:23](=[O:22])[CH3:24])[O:15][C@H:11]1[C:4]1[C:3]2[N:2]=[CH:1][N:9]=[CH:8][C:7]=2[NH:6][N:5]=1)(=[O:15])[CH3:13]. Procedure: A mixture of 2′,3′,5′-tri-O-acetyl-formycin A (prepared from formycin A by modification of the method from Synthesis (1989) 401) (1.1 g, 2.8 mmol) and n-butyl nitrite (2.6 ml, 22 mmol) in THF (30 ml) was heated at 50° C. for 25 h. After cooling to room temperature, the solvent was removed under reduced pressure. The mixture was dissolved in EtOH and reconcentrated (in each case twice). Silica gel chromatography using 2% MeOH in DCM gave compound (Ia) (0.49 g, 46%), the analysis of which confirme... Starting materials: C(C1=CC=CC=C1)NCCN (N1-Benzyl-ethane-1,2-diamine), C(C)N1C2=CC=CC=C2C=2C=C(C=CC12)C(=O)O (9-Ethyl-9H-carbazole-3-carboxylic acid). Product: NCCNC(=O)C=1C=CC=2N(C3=CC=CC=C3C2C1)CC (9-Ethyl-9H-carbazole-3-carboxylic acid (2-amino-ethyl)-amide). The yield is 92.0%. RXN SMILES: C([NH:8][CH2:9][CH2:10][NH2:11])C1C=CC=CC=1.[CH2:12]([N:14]1[C:26]2[CH:25]=[CH:24][C:23]([C:27]([OH:29])=O)=[CH:22][C:21]=2[C:20]2[C:15]1=[CH:16][CH:17]=[CH:18][CH:19]=2)[CH3:13]>>[NH2:8][CH2:9][CH2:10][NH:11][C:27]([C:23]1[CH:24]=[CH:25][C:26]2[N:14]([CH2:12][CH3:13])[C:15]3[C:20]([C:21]=2[CH:22]=1)=[CH:19][CH:18]=[CH:17][CH:16]=3)=[O:29]. Procedure details: N1-Benzyl-ethane-1,2-diamine (6.0 g, 25.1 mmol) was coupled with 9-Ethyl-9H-carbazole-3-carboxylic acid as described in example 81 to afford, after chromatographic purification (silica; 3% MeOH/CH2Cl2) 9-Ethyl-9H-carbazole-3-carboxylic acid (2-benzylamino-ethyl)-amide (4.5 g, 48%) (MS m/z @ 372 (m+1). This material was subjected to catalytic hydrogenation ((10%Pd—C/H2 @ 50 psi) in EtOH/AcOH to afford 9-Ethyl-9H-carbazole-3-carboxylic acid (2-amino-ethyl)-amide (3.16 g, 92%) as a white solid MS m... Reactants: C1CCOC1, COc1ccc(CNc2nccs2)c(OC)c1, COC(=O)c1cccc(S(=O)(=O)Cl)c1, [H-], [Na+], O. Yields the product COC(=O)c1cccc(S(=O)(=O)N(Cc2ccc(OC)cc2OC)c2nccs2)c1. Reaction SMILES: [CH2:35]1[O:36][CH2:37][CH2:38][CH2:39]1.[CH3:3][O:4][c:5]1[c:6]([CH2:7][NH:8][c:9]2[s:10][cH:11][cH:12][n:13]2)[cH:14][cH:15][c:16]([O:18][CH3:19])[cH:17]1.[Cl:20][S:21](=[O:22])(=[O:23])[c:24]1[cH:25][c:26]([C:27](=[O:28])[O:29][CH3:30])[cH:31][cH:32][cH:33]1.[H-:1].[Na+:2].[OH2:34]>>[CH3:3][O:4][c:5]1[c:6]([CH2:7][N:8]([c:9]2[s:10][cH:11][cH:12][n:13]2)[S:21](=[O:22])(=[O:23])[c:24]2[cH:25][c:26]([C:27](=[O:28])[O:29][CH3:30])[cH:31][cH:32][cH:33]2)[cH:14][cH:15][c:16]([O:18][CH3:19])[cH:17]1.